This data is from the Open Reaction Database (ORD), a public repository of structured organic reaction records. The task is: describe an organic reaction: reactants, conditions, products, and yield Starting materials: FC1=NC=CC=C1 (2-fluoropyridine), C(C)(C)NC(C)C (diisopropylamine), C1CCOC1 (THF), solution, [Li]CCCC (n-BuLi), Weinreb amide, C1CCOC1 (THF). Run in hexanes. Run at temperature -78 celsius, time 20 minute. Yields the product FC1=NC=CC=C1C(C)=O (1-(2-fluoropyridine-3-yl)ethanone). RXN SMILES: C(NC(C)C)(C)C.[Li]CCCC.[F:13][C:14]1[CH:19]=[CH:18][CH:17]=[CH:16][N:15]=1.C1C[O:23][CH2:22][CH2:21]1>>[F:13][C:14]1[C:19]([C:22](=[O:23])[CH3:21])=[CH:18][CH:17]=[CH:16][N:15]=1. Procedure details: A solution of 3.13 mL (30.90 mmol) of freshly distilled diisopropylamine in 10 mL of anhydrous THF under nitrogen cooled to −78° C. was treated dropwise with 19.31 mL (30.90 mmol) of a 1.6 M solution of n-BuLi in hexanes. The resulting solution was stirred at −78° C. for approximately 20 minutes, and was briefly (5-10 minutes) warmed to −40° C., then recooled to −78° C. At 30 minutes post addition, 3.00 g (30.90 mmol) of 2-fluoropyridine was added dropwise to the reaction. The resulting solution... The reactants are COc1cc(Br)cc(C#N)c1OC, O=C([O-])[O-], [Na+], [Na+], C1COCCO1, O, c1ccc(P(c2ccccc2)(c2ccccc2)[Pd](P(c2ccccc2)(c2ccccc2)c2ccccc2)(P(c2ccccc2)(c2ccccc2)c2ccccc2)P(c2ccccc2)(c2ccccc2)c2ccccc2)cc1, OB(O)c1ccco1. The product is COc1cc(-c2ccco2)cc(C#N)c1OC. RXN SMILES: [Br:1][c:2]1[cH:3][c:4]([O:12][CH3:13])[c:5]([O:10][CH3:11])[c:6]([C:7]#[N:8])[cH:9]1.[C:28](=[O:29])([O-:30])[O-:31].[Na+:32].[Na+:33].[O:22]1[CH2:23][CH2:24][O:25][CH2:26][CH2:27]1.[OH2:111].[cH:34]1[cH:35][cH:36][c:37]([P:38]([Pd:39]([P:40]([c:41]2[cH:42][cH:43][cH:44][cH:45][cH:46]2)([c:47]2[cH:48][cH:49][cH:50][cH:51][cH:52]2)[c:53]2[cH:54][cH:55][cH:56][cH:57][cH:58]2)([P:59]([c:60]2[cH:61][cH:62][cH:63][cH:64][cH:65]2)([c:66]2[cH:67][cH:68][cH:69][cH:70][cH:71]2)[c:72]2[cH:73][cH:74][cH:75][cH:76][cH:77]2)[P:78]([c:79]2[cH:80][cH:81][cH:82][cH:83][cH:84]2)([c:85]2[cH:86][cH:87][cH:88][cH:89][cH:90]2)[c:91]2[cH:92][cH:93][cH:94][cH:95][cH:96]2)([c:97]2[cH:98][cH:99][cH:100][cH:101][cH:102]2)[c:103]2[cH:104][cH:105][cH:106][cH:107][cH:108]2)[cH:109][cH:110]1.[o:14]1[c:15]([B:19]([OH:20])[OH:21])[cH:16][cH:17][cH:18]1>>[c:2]1(-[c:15]2[o:14][cH:18][cH:17][cH:16]2)[cH:3][c:4]([O:12][CH3:13])[c:5]([O:10][CH3:11])[c:6]([C:7]#[N:8])[cH:9]1. Starting materials: ClC1=CC=C(C=C1)C1=CC(=NO1)O (5-(4-chlorophenyl)-3-hydroxyisoxazole), S(=O)(=O)(Cl)Cl (sulfuryl chloride). Run in O1CCCC1 (tetrahydrofuran), C1=CC=CC=C1 (benzene). Reaction conditions: temperature 5 celsius, time 1 hour. The product is ClC=1C(=NOC1C1=CC=C(C=C1)Cl)O (4-Chloro-5-(4-chlorophenyl)-3-hydroxyisoxazole). The yield is 75.2%. RXN SMILES: [Cl:1][C:2]1[CH:7]=[CH:6][C:5]([C:8]2[O:12][N:11]=[C:10]([OH:13])[CH:9]=2)=[CH:4][CH:3]=1.S(Cl)([Cl:17])(=O)=O>O1CCCC1.C1C=CC=CC=1>[Cl:17][C:9]1[C:10]([OH:13])=[N:11][O:12][C:8]=1[C:5]1[CH:4]=[CH:3][C:2]([Cl:1])=[CH:7][CH:6]=1. Procedure details: To a solution of 5-(4-chlorophenyl)-3-hydroxyisoxazole (50.0 g) in dry tetrahydrofuran (300 ml), a solution of sulfuryl chloride (34.5 g) in dry benzene (50 ml) was added dropwise with stirring at 5° C. The resulting mixture was stirred at the same temperature for 30 minutes and then at room temperature for one hour and further refluxed for 3 hours. The solvent of the reaction mixture was evaporated under reduced pressure, and the solid thus obtained was recrystallized from ethanol to obtain the... The reactants are C(=O)(O)C1=CC=2S(C3=CC=CC=C3OC2C=C1)(=O)=O (2-carboxyphenoxathiin-10,10-dioxide), C(Cl)(Cl)(Cl)Cl (carbon tetrachloride). The solvent is S(=O)(Cl)Cl (thionyl chloride). Yields the product COC(=O)C1=CC=2S(C3=CC=CC=C3OC2C=C1)(=O)=O (2-Methoxycarbonylphenoxathiin-10,10-dioxide). RXN SMILES: [C:1]([C:4]1[CH:17]=[CH:16][C:15]2[O:14][C:13]3[C:8](=[CH:9][CH:10]=[CH:11][CH:12]=3)[S:7](=[O:19])(=[O:18])[C:6]=2[CH:5]=1)([OH:3])=[O:2].[C:20](Cl)(Cl)(Cl)Cl>S(Cl)(Cl)=O>[CH3:20][O:2][C:1]([C:4]1[CH:17]=[CH:16][C:15]2[O:14][C:13]3[C:8](=[CH:9][CH:10]=[CH:11][CH:12]=3)[S:7](=[O:19])(=[O:18])[C:6]=2[CH:5]=1)=[O:3]. Reported procedure: 2-carboxyphenoxathiin-10,10-dioxide (0.50g.) in carbon tetrachloride (25ml.) and thionyl chloride (2.0 ml.) was boiled under reflux for 2 hr. The solvent was evaporated and methanol (20. ml.) added. The mixture was boiled under reflux for 20 min., and cooled, whereupon 2-methoxycarbonylphenoxathiin-10,10-dioxide crystallised out and was filtered off and dried, m.pt. 160° C. Starting materials: O=C1OCC(Cc2ccccc2)N1C(=O)C1CN(Cc2ccccc2)CC1c1ccc(F)cc1F, C1CCCCC1, CO, O=S(=O)([O-])C(F)(F)F, O=S(=O)([O-])C(F)(F)F, O=S(=O)([O-])C(F)(F)F, [Sm+3]. Product: COC(=O)C1CN(Cc2ccccc2)CC1c1ccc(F)cc1F. As a reaction SMILES: [CH2:26]([CH:27]1[CH2:28][O:29][C:30](=[O:31])[N:32]1[C:39](=[O:40])[CH:41]1[CH2:42][N:43]([CH2:54][c:55]2[cH:56][cH:57][cH:58][cH:59][cH:60]2)[CH2:44][CH:45]1[c:46]1[c:47]([F:53])[cH:48][c:49]([F:52])[cH:50][cH:51]1)[c:33]1[cH:34][cH:35][cH:36][cH:37][cH:38]1.[CH2:63]1[CH2:64][CH2:65][CH2:66][CH2:67][CH2:68]1.[CH3:61][OH:62].[S:10]([O-:11])([C:12]([F:13])([F:14])[F:15])(=[O:16])=[O:17].[S:18]([O-:19])([C:20]([F:21])([F:22])[F:23])(=[O:24])=[O:25].[S:1]([O-:2])([C:3]([F:4])([F:5])[F:6])(=[O:7])=[O:8].[Sm+3:9]>>[C:39](=[O:40])([CH:41]1[CH2:42][N:43]([CH2:54][c:55]2[cH:56][cH:57][cH:58][cH:59][cH:60]2)[CH2:44][CH:45]1[c:46]1[c:47]([F:53])[cH:48][c:49]([F:52])[cH:50][cH:51]1)[O:62][CH3:61]. Starting materials: C[Si](C)(C)[N-][Si](C)(C)C.[K+] (potassium bis(trimethylsilyl)amide), C(=O)([O-])[O-].[K+].[K+] (K2CO3), FC(OC1=CC=C(C=C1)NC=1NC(=NN1)C1=CC=C(C=C1)O)(F)F (4-[5-(4-trifluoromethoxy-phenylamino)-4H[1,2,4]triazol-3-yl]-phenol), ClC1=NC(=NC(=C1)N)N (4-chloro-2,6-diamino-pyrimidine). Solvent: CN(C)C=O (DMF), CO (MeOH). Reaction conditions: temperature 80 celsius. The product is FC(C(=O)O)(F)F.FC(OC1=CC=C(C=C1)NC=1NC(=NN1)C1=CC=C(OC2=CC(=NC(=N2)N)N)C=C1)(F)F (6-{4-[5-(4-trifluoromethoxy-phenylamino)-4H-[1,2,4]triazol-3-yl]-phenoxy}-pyrimidine-2,4-diamine trifluoroacetic acid salt). Yield: 55.5%. RXN SMILES: [F:1][C:2]([F:24])([F:23])[O:3][C:4]1[CH:9]=[CH:8][C:7]([NH:10][C:11]2[NH:12][C:13]([C:16]3[CH:21]=[CH:20][C:19]([OH:22])=[CH:18][CH:17]=3)=[N:14][N:15]=2)=[CH:6][CH:5]=1.C[Si]([N-][Si](C)(C)C)(C)C.[K+].Cl[C:36]1[CH:41]=[C:40]([NH2:42])[N:39]=[C:38]([NH2:43])[N:37]=1.[C:44]([O-])([O-:46])=[O:45].[K+].[K+]>CN(C=O)C.CO>[F:24][C:2]([F:1])([F:23])[C:44]([OH:46])=[O:45].[F:24][C:2]([F:1])([F:23])[O:3][C:4]1[CH:5]=[CH:6][C:7]([NH:10][C:11]2[NH:12][C:13]([C:16]3[CH:21]=[CH:20][C:19]([O:22][C:36]4[N:37]=[C:38]([NH2:43])[N:39]=[C:40]([NH2:42])[CH:41]=4)=[CH:18][CH:17]=3)=[N:14][N:15]=2)=[CH:8][CH:9]=1 |f:1.2,4.5.6,9.10|. Reported procedure: 4-[5-(4-trifluoromethoxy-phenylamino)-4H[1,2,4]triazol-3-yl]-phenol (112.0 mg, 0.33 mmol) was dissolved in 2 mL of anhydrous DMF in a 5 mL microwave vial (Personal Chemistry). Solid potassium bis(trimethylsilyl)amide (132.8 mg, 0.66 mmol) was added and the reaction mixture was stirred with heating at 80° C. for 15 min, then 4-chloro-2,6-diamino-pyrimidine (53.0 mg, 0.366 mmol) was added, followed by anhydrous K2CO3 (46.0 mg, 0.33 mmol). Then the vial was capped and microwaved at 250° C. for 15 m...